From a dataset of the Open Reaction Database (ORD), a public repository of structured organic reaction records. describe an organic reaction: reactants, conditions, products, and yield The yield is 84.1%. Run in C1CCOC1 (THF). Reaction conditions: temperature -78 celsius, time 1 hour. Yields the product C(C)[Si](C(=C(F)F)F)(CC)CC (triethyltrifluorovinylsilane). As a reaction SMILES: C(=O)=O.C(O)C.Cl[C:8]([F:12])=[C:9]([F:11])[F:10].Cl[Si:14]([CH2:19][CH3:20])([CH2:17][CH3:18])[CH2:15][CH3:16].C([Li])CCC>C1COCC1>[CH2:15]([Si:14]([CH2:19][CH3:20])([CH2:17][CH3:18])[C:8]([F:12])=[C:9]([F:11])[F:10])[CH3:16] |f:0.1|. The reactants are C(CCC)[Li] (butyllithium), C(=O)=O.C(C)O (dry ice ethanol), ClC(=C(F)F)F (chlorotrifluoroethylene), Cl[Si](CC)(CC)CC (chlorotriethylsilane). Procedure: A reactor flushed with argon gas was cooled with a dry ice-ethanol cooling medium, and 2.03 g (0.0174 mol) of chlorotrifluoroethylene was introduced into the reactor. To this reactor, 17 ml of THF was introduced to bring the chlorotrifluoroethylene concentration to 1 mmol/ml, and then 2.35 g (0.016 mol) of chlorotriethylsilane was added. The reactor was cooled to -78° C., and 12 ml (0.018 mol) of butyllithium (1.47M hexane solution) was added in 1 hour. The mixture was stirred at 78° C. for 4 ho... Starting materials: CC(=O)C1=CC(=C(C=C1)F)Br (3-bromo-4-fluoroacetophenone), [Se](=O)=O (selenium dioxide). The solvent is O1CCOCC1 (1,4-dioxane), O (water). Product: BrC=1C=C(C=CC1F)C(C=O)=O ((3-bromo-4-fluorophenyl)oxoacetaldehyde). Reaction SMILES: [CH3:1][C:2]([C:4]1[CH:9]=[CH:8][C:7]([F:10])=[C:6]([Br:11])[CH:5]=1)=[O:3].[Se](=O)=[O:13]>O1CCOCC1.O>[Br:11][C:6]1[CH:5]=[C:4]([C:2](=[O:3])[CH:1]=[O:13])[CH:9]=[CH:8][C:7]=1[F:10]. Procedure details: To 3-bromo-4-fluoroacetophenone (11.0 g) in 1,4-dioxane (160 ml) and water (15 ml) was added selenium dioxide (8.8 g). The mixture was heated at reflux for 10 h, cooled to room temperature, and the solvent then removed at reduced pressure. The residue was suspended in 50% diethyl ether in isohexane, and residual solid removed by filtration. The filtrate was dried over Na2SO4, and solvent then evaporated to give (3-bromo-4-fluorophenyl)oxoacetaldehyde as a yellow oil, which was used without furth... Reactants: CCOC(=O)c1ccc2nc(N3CC(NC(=O)OC(C)(C)C)C3)sc2c1, C1CCOC1, ClCCl, O, O=P(O)(O)O. Product: CCOC(=O)c1ccc2nc(N3CC(N)C3)sc2c1. Reaction SMILES: [C:6]([O:7][C:8](=[O:9])[NH:13][CH:14]1[CH2:15][N:16]([c:18]2[s:19][c:20]3[c:21]([n:22]2)[cH:23][cH:24][c:25]([C:27](=[O:28])[O:29][CH2:30][CH3:31])[cH:26]3)[CH2:17]1)([CH3:10])([CH3:11])[CH3:12].[CH2:32]1[O:33][CH2:34][CH2:35][CH2:36]1.[Cl:38][CH2:39][Cl:40].[OH2:37].[P:1](=[O:2])([OH:3])([OH:4])[OH:5]>>[NH2:13][CH:14]1[CH2:15][N:16]([c:18]2[s:19][c:20]3[c:21]([n:22]2)[cH:23][cH:24][c:25]([C:27](=[O:28])[O:29][CH2:30][CH3:31])[cH:26]3)[CH2:17]1. The reactants are OCc1ccccc1Br, CC(C)(C)P(c1ccccc1-c1ccccc1)C(C)(C)C, CC(=O)[O-], CC(=O)[O-], [F-], [K+], OB(O)c1ccccc1, [Pd+2]. Product: OCc1ccccc1-c1ccccc1. Reaction SMILES: [Br:33][c:34]1[cH:35][cH:38][cH:39][cH:40][c:41]1[CH2:36][OH:37].[C:1]([P:2]([C:3]([CH3:4])([CH3:5])[CH3:18])[c:6]1[c:7](-[c:12]2[cH:13][cH:14][cH:15][cH:16][cH:17]2)[cH:8][cH:9][cH:10][cH:11]1)([CH3:19])([CH3:20])[CH3:21].[C:42]([O-:43])(=[O:44])[CH3:45].[C:47]([O-:48])(=[O:49])[CH3:50].[F-:31].[K+:32].[OH:22][B:23]([c:24]1[cH:25][cH:26][cH:27][cH:28][cH:29]1)[OH:30].[Pd+2:46]>>[c:6]1([CH2:36][OH:37])[c:7](-[c:12]2[cH:13][cH:14][cH:15][cH:16][cH:17]2)[cH:8][cH:9][cH:10][cH:11]1. Reactants: C(C=C)NC(C1=CC=C(C=C1)OC(F)(F)F)=O (N-Allyl-4-trifluoromethoxy-benzamide), CC=1C=C(CBr)C=C(C1)C (3,5-dimethylbenzyl bromide). Solvent: C1(=CC=CC=C1)C (toluene). Product: C(=CC)NC(C1=CC=C(C=C1)OC(F)(F)F)=O (N-Propenyl-4-trifluoromethoxy-benzamide). Isolated yield 65.0%. Reaction SMILES: [CH2:1]([NH:4][C:5](=[O:17])[C:6]1[CH:11]=[CH:10][C:9]([O:12][C:13]([F:16])([F:15])[F:14])=[CH:8][CH:7]=1)[CH:2]=[CH2:3].CC1C=C(C=C(C)C=1)CBr>C1(C)C=CC=CC=1>[CH:1]([NH:4][C:5](=[O:17])[C:6]1[CH:7]=[CH:8][C:9]([O:12][C:13]([F:15])([F:16])[F:14])=[CH:10][CH:11]=1)=[CH:2][CH3:3]. Procedure details: Compound 11 (100 mg, 0.57 mmol) was combined with 3,5-dimethylbenzyl bromide (0.57 mmol) and heated in toluene to 100° C. for 2 hours. The resulting mixture was cooled and washed with aqueous sodium bicarbonate and extracted with methylene chloride. The organic extract was dried (sodium sulfate), filtered, and purified by silica gel chromatography (methylene chloride, methanol) to yield 12 (example 21) (65%). 1H NMR (400 MHz, CDCl3) δ8.57 (d, J=8.0 Hz, 1 H, Ar), 7.13 (dd, J=2.8, 9.2 Hz, 1 H, Ar)...